The task is: describe an organic reaction: reactants, conditions, products, and yield. This data is from the Open Reaction Database (ORD), a public repository of structured organic reaction records. RXN SMILES: [C:1]([O:5][C:6]([N:8]1[CH2:13][CH2:12][CH:11]([OH:14])[CH2:10][CH2:9]1)=[O:7])([CH3:4])([CH3:3])[CH3:2].[Si:15](Cl)([C:28]([CH3:31])([CH3:30])[CH3:29])([C:22]1[CH:27]=[CH:26][CH:25]=[CH:24][CH:23]=1)[C:16]1[CH:21]=[CH:20][CH:19]=[CH:18][CH:17]=1.N1C=CN=C1>CN(C=O)C.[Cl-].[Na+].O>[C:1]([O:5][C:6]([N:8]1[CH2:13][CH2:12][CH:11]([O:14][Si:15]([C:28]([CH3:31])([CH3:30])[CH3:29])([C:22]2[CH:23]=[CH:24][CH:25]=[CH:26][CH:27]=2)[C:16]2[CH:21]=[CH:20][CH:19]=[CH:18][CH:17]=2)[CH2:10][CH2:9]1)=[O:7])([CH3:4])([CH3:2])[CH3:3] |f:4.5.6|. Run at time 16 hour. The solvent is CN(C)C=O (DMF), [Cl-].[Na+].O (brine). Product: C(C)(C)(C)OC(=O)N1CCC(CC1)O[Si](C1=CC=CC=C1)(C1=CC=CC=C1)C(C)(C)C (4-(tert-butyl-diphenyl-silanyloxy)-piperidine-1-carboxylic acid tert-butyl ester). Procedure: To a stirred solution of 4-hydroxy-piperidine-1-carboxylic acid tert-butyl ester (400 mg, 1.98 mmol) in DMF (2 mL) was added TBDPS chloride (0.52 mL, 1.98 mmol) and imidazole (297 mg, 4.47 mmol) and the reaction stirred at RT for 16 h afterwhich time the reaction mixture was diluted with brine (10 mL), washed with CH2Cl2 (3×25 mL) and the organics combined and dried through a phase separation cartridge and concentrated in vacuo. The crude material was purified by silica gel column chromatography... Reactants: C(C)(C)(C)OC(=O)N1CCC(CC1)O (4-hydroxy-piperidine-1-carboxylic acid tert-butyl ester), [Si](C1=CC=CC=C1)(C1=CC=CC=C1)(C(C)(C)C)Cl (TBDPS chloride), N1C=NC=C1 (imidazole). The yield is 62.6%. Starting materials: C(C1=CC=CC=C1)N1C(=NC2=CC(=CC=C2C1=O)Cl)C(C(=O)N(C)C)N(CCCNC(OC(C)(C)C)=O)C(C1=CC=C(C=C1)C)=O (tert-butyl 3-[[1-(3-benzyl-7-chloro-4-oxo-3,4-dihydroquinazolin-2-yl)-2-(dimethylamino)-2-oxoethyl](4-methylbenzoyl)amino]propylcarbamate), solution, FC(C(=O)O)(F)F (trifluoroacetic acid). Solvent: C(Cl)Cl (methylene chloride). Conditions: time 8 hour. Yields the product NCCCN(C(C1=CC=C(C=C1)C)=O)C(C(=O)N(C)C)C1=NC2=CC(=CC=C2C(N1CC1=CC=CC=C1)=O)Cl (N-(3-aminopropyl)-N-[1-(3-benzyl-7-chloro-4-oxo-3,4-dihydro-quinazolin-2-yl)-2-(dimethylamino)-2-oxoethyl]-4-methylbenzamide). Reaction SMILES: [CH2:1]([N:8]1[C:17](=[O:18])[C:16]2[C:11](=[CH:12][C:13]([Cl:19])=[CH:14][CH:15]=2)[N:10]=[C:9]1[CH:20]([N:26]([C:38](=[O:46])[C:39]1[CH:44]=[CH:43][C:42]([CH3:45])=[CH:41][CH:40]=1)[CH2:27][CH2:28][CH2:29][NH:30]C(=O)OC(C)(C)C)[C:21]([N:23]([CH3:25])[CH3:24])=[O:22])[C:2]1[CH:7]=[CH:6][CH:5]=[CH:4][CH:3]=1.FC(F)(F)C(O)=O>C(Cl)Cl>[NH2:30][CH2:29][CH2:28][CH2:27][N:26]([CH:20]([C:9]1[N:8]([CH2:1][C:2]2[CH:7]=[CH:6][CH:5]=[CH:4][CH:3]=2)[C:17](=[O:18])[C:16]2[C:11](=[CH:12][C:13]([Cl:19])=[CH:14][CH:15]=2)[N:10]=1)[C:21]([N:23]([CH3:25])[CH3:24])=[O:22])[C:38](=[O:46])[C:39]1[CH:40]=[CH:41][C:42]([CH3:45])=[CH:43][CH:44]=1. Procedure: To a solution of tert-butyl 3-[[1-(3-benzyl-7-chloro-4-oxo-3,4-dihydroquinazolin-2-yl)-2-(dimethylamino)-2-oxoethyl](4-methylbenzoyl)amino]propylcarbamate (500 mg), was added 20% solution of trifluoroacetic acid in methylene chloride at room temperature. The mixture was stirred at room temperature overnight. The solvent was removed under reduced pressure. The crude product was purified by flash chromatography to give N-(3-aminopropyl)-N-[1-(3-benzyl-7-chloro-4-oxo-3,4-dihydroquinazolin-2-yl)-2-(... The reactants are COC(CCCCCCCO)=O (methyl-8-hydroxy-octanoate), C(Br)(Br)(Br)Br (CBr4), C1=CC=C(C=C1)P(C2=CC=CC=C2)C3=CC=CC=C3 (PPh3). The solvent is C(Cl)Cl (CH2Cl2). Conditions: temperature 4 celsius, time 10 hour. Yields the product COC(CCCCCCCBr)=O (Methyl-8-bromo-octanoate). RXN SMILES: [CH3:1][O:2][C:3](=[O:12])[CH2:4][CH2:5][CH2:6][CH2:7][CH2:8][CH2:9][CH2:10]O.C(Br)(Br)(Br)[Br:14].C1C=CC(P(C2C=CC=CC=2)C2C=CC=CC=2)=CC=1>C(Cl)Cl>[CH3:1][O:2][C:3](=[O:12])[CH2:4][CH2:5][CH2:6][CH2:7][CH2:8][CH2:9][CH2:10][Br:14]. Procedure details: A solution of crude methyl-8-hydroxy-octanoate (7, 1.24 g, 7.13 mmol, 1.0 equiv.) in CH2Cl2 (15 mL, 0.48 M) at 0° C. was treated successively with CBr4 (3.07 g, 9.27 mmol, 1.3 equiv.) and PPh3 (2.61 g, 9.98 mmol, 1.4 equiv.) and the reaction mixture was stirred at 4° C. for 10 h. The reaction mixture was then concentrated under reduced pressure and washed repeatedly with Et2O (8×10 mL washes). The Et2O washes were combined and concentrated under reduced pressure. Chromatography (SiO2, 5 cm×15 cm... The reactants are CS(C)=O, Cc1cc(O)c2ccccc2n1, O=P(Cl)(Cl)Cl. The product is Cc1cc(Cl)c2ccccc2n1. RXN SMILES: [CH3:18][S:19]([CH3:20])=[O:21].[OH:1][c:2]1[cH:3][c:4]([CH3:12])[n:5][c:6]2[cH:7][cH:8][cH:9][cH:10][c:11]12.[P:13]([Cl:14])([Cl:15])([Cl:16])=[O:17]>>[c:2]1([Cl:15])[cH:3][c:4]([CH3:12])[n:5][c:6]2[cH:7][cH:8][cH:9][cH:10][c:11]12. Starting materials: NCCNCCO (2-(2-aminoethylamino) ethanol), C(C=C)(=O)OCC1=CC=CC=C1 (benzyl acrylate). Product: C(C1=CC=CC=C1)OC(=O)CCC(CO)NCCN (2-(benzyloxycarbonylethyl]-2-(2aminoethylamino) ethanol). Reaction SMILES: [NH2:1][CH2:2][CH2:3][NH:4][CH2:5][CH2:6][OH:7].[C:8]([O:12][CH2:13][C:14]1[CH:19]=[CH:18][CH:17]=[CH:16][CH:15]=1)(=[O:11])[CH:9]=[CH2:10]>>[CH2:13]([O:12][C:8]([CH2:9][CH2:10][CH:5]([NH:4][CH2:3][CH2:2][NH2:1])[CH2:6][OH:7])=[O:11])[C:14]1[CH:19]=[CH:18][CH:17]=[CH:16][CH:15]=1. Reported procedure: A solution of 2-(2-aminoethylamino) ethanol (4.6648 g; 44.8 mmole) dissolved in 35 mL of benzyl acrylate was heated at reflux for 24 hours. The excess reagent was removed under reduced pressure and the resulting oil was purified by flash chromatography using a mixture of dichloromethane and ethyl acetate (60:40) to elute the desired material. Fractions were collected and analyzed to determine which of these contain the product. Solvents were eliminated under vacuum to give 5.8 g (21.9%) of N,N,N...